Task: describe an organic reaction: reactants, conditions, products, and yield. Dataset: the Open Reaction Database (ORD), a public repository of structured organic reaction records Reactants: [BH4-], C=CCOc1ccc2c3c4c(c(-c5ccccc5Cl)cc3n(C)c2c1)C(=O)NC4=O, CO, CO, CCOC(C)=O, ClCCl, [Na+], O=[O+][O-], O. Product: Cn1c2cc(OCCO)ccc2c2c3c(c(-c4ccccc4Cl)cc21)C(=O)NC3=O. RXN SMILES: [BH4-:34].[CH2:4]([CH:5]=[CH2:6])[O:7][c:8]1[cH:9][cH:10][c:11]2[c:12]3[c:13]4[c:14]([c:15](-[c:22]5[c:23]([Cl:28])[cH:24][cH:25][cH:26][cH:27]5)[cH:16][c:17]3[n:18]([CH3:21])[c:19]2[cH:20]1)[C:29](=[O:33])[NH:30][C:31]4=[O:32].[CH3:39][OH:40].[CH3:41][OH:42].[CH3:44][CH2:45][O:46][C:47](=[O:48])[CH3:49].[Cl:36][CH2:37][Cl:38].[Na+:35].[O-:1][O+:2]=[O:3].[OH2:43]>>[OH:1][CH2:5][CH2:4][O:7][c:8]1[cH:9][cH:10][c:11]2[c:12]3[c:13]4[c:14]([c:15](-[c:22]5[c:23]([Cl:28])[cH:24][cH:25][cH:26][cH:27]5)[cH:16][c:17]3[n:18]([CH3:21])[c:19]2[cH:20]1)[C:29](=[O:33])[NH:30][C:31]4=[O:32]. Starting materials: [Al+3], O=C([O-])O, CCOC(C)=O, COC(=O)C1=C[SH](C)C2=C1CN=C(c1ccccc1Cl)C1=CN(Cl)CN12, [H-], [H-], [H-], [H-], [Li+], [Na+], C1CCOC1. Yields the product C[SH]1C=C(CO)C2=C1N1CN(Cl)C=C1C(c1ccccc1Cl)=NC2. Reaction SMILES: [Al+3:2].[C:38](=[O:39])([OH:40])[O-:41].[CH3:43][CH2:44][O:45][C:46](=[O:47])[CH3:48].[Cl:7][N:8]1[CH2:9][N:10]2[C:11](=[CH:32]1)[C:12]([c:25]1[c:26]([Cl:31])[cH:27][cH:28][cH:29][cH:30]1)=[N:13][CH2:14][C:15]1=[C:16]2[SH:17]([CH3:24])[CH:18]=[C:19]1[C:20](=[O:21])[O:22][CH3:23].[H-:1].[H-:4].[H-:5].[H-:6].[Li+:3].[Na+:42].[O:33]1[CH2:34][CH2:35][CH2:36][CH2:37]1>>[Cl:7][N:8]1[CH2:9][N:10]2[C:11](=[CH:32]1)[C:12]([c:25]1[c:26]([Cl:31])[cH:27][cH:28][cH:29][cH:30]1)=[N:13][CH2:14][C:15]1=[C:16]2[SH:17]([CH3:24])[CH:18]=[C:19]1[CH2:20][OH:21]. The reactants are C(C)(C)(C)OC(CSC1=NC2=C(N1)C=C(C(=C2)I)Cl)=O ((6-chloro-5-iodo-1H-benzoimidazol-2-ylsulfanyl)-acetic acid tert-butyl ester), C(C)(C)(C)OC(CSC1=NC2=C(N1)C=C(C(=C2)I)Cl)=O ((6-chloro-5-iodo-1H-benzoimidazol-2-ylsulfanyl)-acetic acid tert-butyl ester), C(=O)([O-])[O-].[K+].[K+] (K2CO3), C(C1=CC=CC=C1)OC1=C(C=C(C=C1)B(O)O)F (4-benzyloxy-3-fluoro-phenylboronic acid). Reagents/catalysts: C=1C=CC(=CC1)[P](C=2C=CC=CC2)(C=3C=CC=CC3)[Pd]([P](C=4C=CC=CC4)(C=5C=CC=CC5)C=6C=CC=CC6)([P](C=7C=CC=CC7)(C=8C=CC=CC8)C=9C=CC=CC9)[P](C=1C=CC=CC1)(C=1C=CC=CC1)C=1C=CC=CC1 (Pd(PPh3)4). The solvent is C1(=CC=CC=C1)C (toluene), O (water). Conditions: temperature 80 celsius, time 14 hour. Product: C(C)(C)(C)OC(CSC1=NC2=C(N1)C=C(C(=C2)C2=CC(=C(C=C2)OCC2=CC=CC=C2)F)Cl)=O ([5-(4-Benzyloxy-3-fluoro-phenyl)-6-chloro-1H-benzimidazol-2-ylsulfanyl]-acetic acid tert-butyl ester). Reaction SMILES: [CH2:1]([O:8][C:9]1[CH:14]=[CH:13][C:12](B(O)O)=[CH:11][C:10]=1[F:18])[C:2]1[CH:7]=[CH:6][CH:5]=[CH:4][CH:3]=1.[C:19]([O:23][C:24](=[O:38])[CH2:25][S:26][C:27]1[NH:31][C:30]2[CH:32]=[C:33]([Cl:37])[C:34](I)=[CH:35][C:29]=2[N:28]=1)([CH3:22])([CH3:21])[CH3:20].C([O-])([O-])=O.[K+].[K+]>C1(C)C=CC=CC=1.O.C1C=CC([P]([Pd]([P](C2C=CC=CC=2)(C2C=CC=CC=2)C2C=CC=CC=2)([P](C2C=CC=CC=2)(C2C=CC=CC=2)C2C=CC=CC=2)[P](C2C=CC=CC=2)(C2C=CC=CC=2)C2C=CC=CC=2)(C2C=CC=CC=2)C2C=CC=CC=2)=CC=1>[C:19]([O:23][C:24](=[O:38])[CH2:25][S:26][C:27]1[NH:31][C:30]2[CH:32]=[C:33]([Cl:37])[C:34]([C:12]3[CH:13]=[CH:14][C:9]([O:8][CH2:1][C:2]4[CH:7]=[CH:6][CH:5]=[CH:4][CH:3]=4)=[C:10]([F:18])[CH:11]=3)=[CH:35][C:29]=2[N:28]=1)([CH3:22])([CH3:20])[CH3:21] |f:2.3.4,^1:56,58,77,96|. Procedure: A 4 mL vial with a septum cap and a stirring bar was charged with 4-benzyloxy-3-fluoro-phenylboronic acid (14.8 mg, 0.060 mmol) and Pd(PPh3)4 (5.8 mg, 5 mol %) and was purged briefly with N2. A solution of (6-chloro-5-iodo-1H-benzoimidazol-2-ylsulfanyl)-acetic acid tert-butyl ester (Intermediate 4, 21.4 mg, 0.050 mmol) in toluene (200 uL) was added to the vial, followed by a solution K2CO3 (21.4 mg, 0.050 mmol) in water (100 uL). The resulting mixture was stirred at 80° C. for 14 h. The mixture ... Starting materials: C(=O)(O)[O-].[Na+] (NaHCO3), product, CN(C=O)C (N,N-dimethyl formamide), FC1=C(CBr)C=CC(=C1)F (2,4-difluorobenzyl bromide), N12CCCCCC2=NCCC1 (1,8-diazabicyclo[5.4.0]undec-7-ene). Reaction conditions: time 3 hour. Product: NC1=C(C=C(C(=O)OC)C=C1)F (methyl 4-amino-3-fluorobenzoate). Isolated yield 64.0%. As a reaction SMILES: N12CCC[N:8]=[C:7]1[CH2:6][CH2:5][CH2:4][CH2:3][CH2:2]2.[F:12]C1C=C(F)C=CC=1CBr.[C:22]([O-:25])(O)=O.[Na+].CN(C)[CH:29]=[O:30]>>[NH2:8][C:7]1[CH:2]=[CH:3][C:4]([C:22]([O:30][CH3:29])=[O:25])=[CH:5][C:6]=1[F:12] |f:2.3|. Procedure: A 100 mL round bottomed flask equipped with stirbar and nitrogen inlet was charged with the product of Step 4 (2.3 g, 8.3 mmol) and N,N-dimethyl formamide (20 mL). 1,8-diazabicyclo[5.4.0]undec-7-ene (1.4 mL, 9.1 mmol) was added followed by 2,4-difluorobenzyl bromide (1.2 mL, 9.1 mmol). The reaction mixture was stirred at 60 C. for 3 h, was poured into saturated aqueous NaHCO3 and was extracted with ethyl acetate. The organic layer was washed with brine and concentrated in vacuo. The solid was tr... Reactants: bis(diphenylphosphionethane]palladium(0), C(C)C(C[Mg])CCCC (2-ethylhexyl-magnesium), C(C)C(CBr)CCCC (2-ethylhexyl bromide), BrC1=CC=CC=C1 (bromobenzene). Product: C(C)C(CC1=CC=CC=C1)CCCC (2-ethylhexyl-benzene). Reaction SMILES: [CH2:1]([CH:3]([CH2:6][CH2:7][CH2:8][CH3:9])[CH2:4][Mg])[CH3:2].C([CH:12]([CH2:15][CH2:16][CH2:17][CH3:18])[CH2:13]Br)C.BrC1C=CC=CC=1>>[CH2:1]([CH:3]([CH2:6][CH2:7][CH2:8][CH3:9])[CH2:4][C:13]1[CH:12]=[CH:15][CH:16]=[CH:17][CH:18]=1)[CH3:2]. Reported procedure: 19.3 g of 2-ethylhexyl-magnesium prepared from 2-ethylhexyl bromide, are reacted with 15.7 g of bromobenzene in the presence of a catalyst based on bis[bis(diphenylphosphionethane]palladium(0). 19 g of 2-ethylhexyl-benzene thus obtained were dissolved in 60 ml of an equal volume mixture of trifluoroacetic acid and anhydride maintained at 0° C. under stirring, to which 3.5 g of sodium iodide and 4.2 g of iodic anhydride are added. The solvent is removed with a rotary evaporator. Then the residual... Reaction SMILES: [NH2:1][C:2]1[C:7]([NH2:8])=[C:6]([NH:9][C@@H:10]2[C@@H:15]3[CH2:16][C@@H:12]([CH:13]=[CH:14]3)[C@@H:11]2[C:17]([NH2:19])=[O:18])[C:5]([Br:20])=[CH:4][N:3]=1.[CH3:21][C:22]1[O:26][C:25]([CH:27]=O)=[CH:24][CH:23]=1>>[Br:20][C:5]1[C:6]([NH:9][C@@H:10]2[C@@H:15]3[CH2:16][C@@H:12]([CH:13]=[CH:14]3)[C@@H:11]2[C:17]([NH2:19])=[O:18])=[C:7]2[N:8]=[C:27]([C:25]3[O:26][C:22]([CH3:21])=[CH:23][CH:24]=3)[NH:1][C:2]2=[N:3][CH:4]=1. Yields the product BrC=1C(=C2C(=NC1)NC(=N2)C=2OC(=CC2)C)N[C@H]2[C@H]([C@@H]1C=C[C@H]2C1)C(=O)N ((1S,2S,3R,4R)-3-[6-Bromo-2-(5-methyl-furan-2-yl)-3H-imidazo[4,5-b]pyridin-7-ylamino]-bicyclo[2.2.1]hept-5-ene-2-carboxylic acid amide). The yield is 30.0%. Reported procedure: In a similar fashion to Compound LXXXVII, (1S,2S,3R,4R)-3-(2,3-Diamino-5-bromo-pyridin-4-ylamino)-bicyclo[2.2.1]hept-5-ene-2-carboxylic acid amide (50 mg, 0.148 mmol) and 5-Methyl-2-furancarboxaldehyde (17.9 mg, 0.163 mmol) were reacted to produce 19 mg (30%) of the title compound. mp: 200-201° C., 1H NMR (300 MHz, DMSO-d6): 13.17 (s, 1H), 8.00 (s, 1H), 7.74 (s, 1H), 7.20 (s, 1H), 7.06 (s, 1H), 6.36 (s, 1H), 6.33 (s, 1H), 5.16 (t, J=8 Hz, 1H), 3.32 (s, 1H), 2.87 (s, 1H), 2.73 (s, 1H), 2.60 (d, J... Starting materials: NC1=NC=C(C(=C1N)N[C@H]1[C@H]([C@@H]2C=C[C@H]1C2)C(=O)N)Br ((1S,2S,3R,4R)-3-(2,3-Diamino-5-bromo-pyridin-4-ylamino)-bicyclo[2.2.1]hept-5-ene-2-carboxylic acid amide), CC1=CC=C(O1)C=O (5-Methyl-2-furancarboxaldehyde).